This data is from the Open Reaction Database (ORD), a public repository of structured organic reaction records. The task is: describe an organic reaction: reactants, conditions, products, and yield Starting materials: O=C1C(NCN1)=O (dioxoimidazolidine), BrCC(=O)OC(C)(C)C (tert-butyl bromoacetate), [N+](=O)([O-])C=1C=C(CN2C(N(C(C2=O)=O)CC(=O)O)=C)C=CC1 (3-(3-nitrobenzyl)-2-methylidene-4,5-dioxoimidazolidine-1-acetic acid), C([O-])(O)=O.[K+] (potassium bicarbonate). The solvent is CC(=O)C (acetone). Product: OC1C(N(C(N1CC1=CC(=CC=C1)[N+](=O)[O-])=O)CC(=O)OC(C)(C)C)=O (tert-butyl 5-hydroxy-1-(3-nitrobenzyl)-2,4-dioxoimidazolidine-3-acetate). As a reaction SMILES: [O:1]=C1NCNC1=O.[N+:8]([C:11]1[CH:12]=[C:13]([CH:27]=[CH:28][CH:29]=1)[CH2:14][N:15]1[C:19](=[O:20])[C:18](=[O:21])[N:17]([CH2:22][C:23]([OH:25])=[O:24])[C:16]1=C)([O-:10])=[O:9].C(=O)(O)[O-].[K+].BrCC(O[C:40]([CH3:43])([CH3:42])[CH3:41])=O>CC(C)=O>[OH:20][CH:19]1[N:15]([CH2:14][C:13]2[CH:27]=[CH:28][CH:29]=[C:11]([N+:8]([O-:10])=[O:9])[CH:12]=2)[C:16](=[O:1])[N:17]([CH2:22][C:23]([O:25][C:40]([CH3:43])([CH3:42])[CH3:41])=[O:24])[C:18]1=[O:21] |f:2.3|. Reported procedure: The above-prepared dioxoimidazolidine product of paragraph (1) (12.5 g) and 10 g of potassium bicarbonate were suspended in 150 mL of acetone, 9 mL of tert-butyl bromoacetate was added thereto and the mixture was heated to reflux for eight hours with stirring. Insoluble matters were filtered off, the filtrate was concentrated in vacuo, the residue was dissolved in ethyl acetate and the solution was washed with water and a saturated saline solution. Then the solution was dried over sodium sulfate... Starting materials: CC(C)(C)[Si](C)(C)Cl, CCOCC, CN(C)C=O, CC(=O)c1ccccc1O, c1c[nH]cn1. Product: CC(=O)c1ccccc1O[Si](C)(C)C(C)(C)C. Reaction SMILES: [C:16]([CH3:17])([CH3:18])([CH3:19])[Si:20]([Cl:21])([CH3:22])[CH3:23].[CH3:29][CH2:30][O:31][CH2:32][CH3:33].[O:24]=[CH:25][N:26]([CH3:27])[CH3:28].[OH:1][c:2]1[c:3]([C:8]([CH3:9])=[O:10])[cH:4][cH:5][cH:6][cH:7]1.[nH:11]1[cH:12][cH:13][n:14][cH:15]1>>[O:1]([c:2]1[c:3]([C:8]([CH3:9])=[O:10])[cH:4][cH:5][cH:6][cH:7]1)[Si:20]([C:16]([CH3:17])([CH3:18])[CH3:19])([CH3:22])[CH3:23]. Starting materials: NC=1C(=C(OCC(C(=O)NCCC)(C)C)C=CC1)C#N (3-(3-amino-2-cyanophenoxy)-2,2-dimethyl-N-propylpropanamide), S(N)(=O)(=O)Cl (sulfamoyl chloride). Run in CCOC(=O)C (EtOAc), CC(=O)N(C)C (DMA). Run at time 3 hour. Product: S(N)(=O)(=O)NC=1C(=C(OCC(C(=O)NCCC)(C)C)C=CC1)C#N (3-(3-sulfamoylamino-2-cyanophenoxy)-2,2-dimethyl-N-propyl-propanamide), solid. The yield is 87.0%. RXN SMILES: [NH2:1][C:2]1[C:3]([C:19]#[N:20])=[C:4]([CH:16]=[CH:17][CH:18]=1)[O:5][CH2:6][C:7]([CH3:15])([CH3:14])[C:8]([NH:10][CH2:11][CH2:12][CH3:13])=[O:9].[S:21](Cl)(=[O:24])(=[O:23])[NH2:22]>CC(N(C)C)=O.CCOC(C)=O>[S:21]([NH:1][C:2]1[C:3]([C:19]#[N:20])=[C:4]([CH:16]=[CH:17][CH:18]=1)[O:5][CH2:6][C:7]([CH3:15])([CH3:14])[C:8]([NH:10][CH2:11][CH2:12][CH3:13])=[O:9])(=[O:24])(=[O:23])[NH2:22]. Procedure: To a solution of 3-(3-amino-2-cyanophenoxy)-2,2-dimethyl-N-propylpropanamide (16.5 g, 59.92 mmol) (Example 215b) in DMA (50 mL) was added sulfamoyl chloride (13.85 g, 119.84 mmol) at 0° C. under nitrogen. The reaction mixture was then stirred at room temperature under nitrogen for 3 hrs then diluted, with EtOAc, washed successively with NaHCO3, brine, dried over Na2SO4, filtered and evaporated to give the title compound as a off white solid (18.52 g, 87%). 1H NMR (400 MHz, DMSO-d6) δ 0.79 (t, J=... The reactants are CO, [Cl-], CCOC(=O)C1=Cc2c(ccc(Cl)c2N=[N+]=[N-])OC1C(F)(F)F, O. Product: CCOC(=O)C1=Cc2c(ccc(Cl)c2N)OC1C(F)(F)F. Reaction SMILES: [CH3:26][OH:27].[Cl-:2].[Cl:3][c:4]1[c:5]([N:23]=[N+:24]=[N-:25])[c:6]2[c:11]([cH:12][cH:13]1)[O:10][CH:9]([C:14]([F:15])([F:16])[F:17])[C:8]([C:18](=[O:19])[O:20][CH2:21][CH3:22])=[CH:7]2.[OH2:1]>>[Cl:3][c:4]1[c:5]([NH2:23])[c:6]2[c:11]([cH:12][cH:13]1)[O:10][CH:9]([C:14]([F:15])([F:16])[F:17])[C:8]([C:18](=[O:19])[O:20][CH2:21][CH3:22])=[CH:7]2.